From a dataset of the Open Reaction Database (ORD), a public repository of structured organic reaction records. describe an organic reaction: reactants, conditions, products, and yield Starting materials: Cc1nc(-c2cccc(C(=O)O)c2)no1, Cl, Cl, Cl, NC1CCC(CCN2CCN(c3nccc4c3CCO4)CC2)CC1. The product is Cc1nc(-c2cccc(C(=O)NC3CCC(CCN4CCN(c5nccc6c5CCO6)CC4)CC3)c2)no1. RXN SMILES: [CH3:28][c:29]1[n:30][c:31](-[c:34]2[cH:35][c:36]([C:37](=[O:38])[OH:39])[cH:40][cH:41][cH:42]2)[n:32][o:33]1.[ClH:1].[ClH:2].[ClH:3].[O:4]1[CH2:5][CH2:6][c:7]2[c:8]([N:13]3[CH2:14][CH2:15][N:16]([CH2:19][CH2:20][CH:21]4[CH2:22][CH2:23][CH:24]([NH2:27])[CH2:25][CH2:26]4)[CH2:17][CH2:18]3)[n:9][cH:10][cH:11][c:12]21>>[O:4]1[CH2:5][CH2:6][c:7]2[c:8]([N:13]3[CH2:14][CH2:15][N:16]([CH2:19][CH2:20][CH:21]4[CH2:22][CH2:23][CH:24]([NH:27][C:37]([c:36]5[cH:35][c:34](-[c:31]6[n:30][c:29]([CH3:28])[o:33][n:32]6)[cH:42][cH:41][cH:40]5)=[O:38])[CH2:25][CH2:26]4)[CH2:17][CH2:18]3)[n:9][cH:10][cH:11][c:12]21. The reactants are O=[N+]([O-])c1ccc(S(=O)(=O)Cl)cc1, N, O. Yields the product NS(=O)(=O)c1ccc([N+](=O)[O-])cc1. As a reaction SMILES: [N+:1](=[O:2])([O-:3])[c:4]1[cH:5][cH:6][c:7]([S:10](=[O:11])(=[O:12])[Cl:13])[cH:8][cH:9]1.[NH3:15].[OH2:14]>>[N+:1](=[O:2])([O-:3])[c:4]1[cH:5][cH:6][c:7]([S:10](=[O:11])(=[O:12])[NH2:15])[cH:8][cH:9]1.